This data is from the Open Reaction Database (ORD), a public repository of structured organic reaction records. The task is: describe an organic reaction: reactants, conditions, products, and yield The reactants are BrC1=C(OC2CCN(CC2)C#N)C=C(C=C1)F (4-(2-bromo-5-fluorophenoxy)piperidine-1-carbonitrile), Cl.NO (hydroxylamine hydrochloride), C(=O)([O-])[O-].[Na+].[Na+] (Na2CO3). Solvent: CCO.O (EtOH water). Run at temperature 80 celsius. The product is BrC1=C(OC2CCN(CC2)C(N)=NO)C=C(C=C1)F (4-(2-Bromo-5-fluorophenoxy)-N′-hydroxypiperidine-1-carboximidamide). As a reaction SMILES: [Br:1][C:2]1[CH:16]=[CH:15][C:14]([F:17])=[CH:13][C:3]=1[O:4][CH:5]1[CH2:10][CH2:9][N:8]([C:11]#[N:12])[CH2:7][CH2:6]1.Cl.[NH2:19][OH:20].C([O-])([O-])=O.[Na+].[Na+]>CCO.O>[Br:1][C:2]1[CH:16]=[CH:15][C:14]([F:17])=[CH:13][C:3]=1[O:4][CH:5]1[CH2:10][CH2:9][N:8]([C:11](=[N:19][OH:20])[NH2:12])[CH2:7][CH2:6]1 |f:1.2,3.4.5,6.7|. Procedure details: A mixture of 4-(2-bromo-5-fluorophenoxy)piperidine-1-carbonitrile (1.6 g, 5.3 mmol), hydroxylamine hydrochloride (1.1 g, 16.1 mmol) and Na2CO3 (2.3 g, 92 mmol) in EtOH/water 4:1 (26 ml) was heated at 80° C. for 1 h. The solvent was evaporated. The residue was acidified with 6N HCl and washed with Et2O (2×10 mL). The aqueous layer was made basic with solid Na2CO3 and extracted with EtOAc (3×20 mL). The combined organic fractions were dried over Na2SO4 and the solvent was evaporated under reduced ...